From a dataset of the Open Reaction Database (ORD), a public repository of structured organic reaction records. describe an organic reaction: reactants, conditions, products, and yield The reactants are C(CCC)(=O)C1=CC(=C(C=C1)NC(C)=O)O (N-(4-butyryl-2-hydroxyphenyl)acetamide), CC=1C=CC(=CC1)S(=O)(=O)O (p-TsOH). The solvent is xylenes. Reaction conditions: temperature 160 celsius, time 8 hour. Yields the product CC=1OC2=C(N1)C=CC(=C2)C(CCC)=O (1-(2-methylbenzo[d]oxazol-6-yl)butan-1-one). Yield: 35.1%. Reaction SMILES: [C:1]([C:6]1[CH:11]=[CH:10][C:9]([NH:12][C:13](=O)[CH3:14])=[C:8]([OH:16])[CH:7]=1)(=[O:5])[CH2:2][CH2:3][CH3:4].CC1C=CC(S(O)(=O)=O)=CC=1>>[CH3:14][C:13]1[O:16][C:8]2[CH:7]=[C:6]([C:1](=[O:5])[CH2:2][CH2:3][CH3:4])[CH:11]=[CH:10][C:9]=2[N:12]=1. Procedure details: To a suspension of N-(4-butyryl-2-hydroxyphenyl)acetamide (0.81 g, 3.7 mmol) in xylenes (3 mL) was added p-TsOH (0.7 g, 3.7 mmol, 1.0 eq) at room temperature then the mixture was heated to 160° C. and stirred overnight. The solvent was removed under reduced pressure then saturated aqueous NaHCO3 was added and the biphasic mixture was extracted by CH2Cl2 (4×20 mL). The solvent was concentrated to give a crude product which was purified by flash column chromatography (0-25% EtOAc in hexanes) to af... Starting materials: II (iodine), [Mg] (magnesium), C(C(=O)Cl)(=O)Cl (oxalyl chloride), C1CCOC1 (THF), BrC1=C(C=CC(=C1)C)C (2-bromo-1,4-dimethylbenzene), O1CCCC1 (tetrahydrofuran). Reagents/catalysts: BrC1=C(C=CC(=C1)C)C (2-bromo-1,4-dimethylbenzene). Conditions: temperature -65 celsius. Product: CC1=C(C=C(C=C1)C)C(C(=O)O)=O (2,5-dimethyl-α-oxobenzeneacetic acid). RXN SMILES: II.[Mg].Br[C:5]1[CH:10]=[C:9]([CH3:11])[CH:8]=[CH:7][C:6]=1[CH3:12].[C:13](Cl)(=[O:17])[C:14](Cl)=[O:15].C1C[O:22]CC1>BrC1C=C(C)C=CC=1C>[CH3:12][C:6]1[CH:7]=[CH:8][C:9]([CH3:11])=[CH:10][C:5]=1[C:13](=[O:17])[C:14]([OH:22])=[O:15]. Procedure details: Two drops of 2-bromo-1,4-dimethylbenzene and an iodine crystal were add to magnesium turnings (1.7 g, 70.8 mmol). After heating to initiate the reaction, tetrahydrofuran (50 mL) was added, and then 2-bromo-1,4-dimethylbenzene (10 g, 54.1 mmol) was added dropwise the reaction mixture. The reaction was heated at reflux for an additional 1.5 h after the addition was complete, and then cooled to −65° C. and a solution of oxalyl chloride (5.2 mL, 7.6 g, 60 mmol) in THF (60 mL) was added dropwise. Aft... The reactants are C(C1=CC=CC=C1)N1CCN(CC1)CC1(CCN(CC1)C)C1=CC=CC=C1 (1-benzyl-4-((1-methyl-4-phenylpiperidin-4-yl)methyl)piperazine), PdOH. Solvent: CO (methanol). The product is CN1CCC(CC1)(C1=CC=CC=C1)CN1CCNCC1 (1-((1-methyl-4-phenylpiperidin-4-yl)methyl)piperazine). As a reaction SMILES: C([N:8]1[CH2:13][CH2:12][N:11]([CH2:14][C:15]2([C:22]3[CH:27]=[CH:26][CH:25]=[CH:24][CH:23]=3)[CH2:20][CH2:19][N:18]([CH3:21])[CH2:17][CH2:16]2)[CH2:10][CH2:9]1)C1C=CC=CC=1>CO>[CH3:21][N:18]1[CH2:19][CH2:20][C:15]([CH2:14][N:11]2[CH2:12][CH2:13][NH:8][CH2:9][CH2:10]2)([C:22]2[CH:27]=[CH:26][CH:25]=[CH:24][CH:23]=2)[CH2:16][CH2:17]1. Procedure: A mixture of 1-benzyl-4-((1-methyl-4-phenylpiperidin-4-yl)methyl)piperazine (1.5 g, 4 mmol) and 20% PdOH/C in methanol (50 ml) was shaked in the hydrogenation bar under H2 50-60 psi for 18 hours. The mixture was then filtered and the solvent removed in vacuo to afford desired product.